From a dataset of the Open Reaction Database (ORD), a public repository of structured organic reaction records. describe an organic reaction: reactants, conditions, products, and yield Reactants: N1CCOCC1 (Morpholine), CC(C)([O-])C.[K+] (potassium tert-butoxide), O1CCCC1 (tetrahydrofuran), ClC[C@H]1CO1 ((R)-(−)-1-chloro-2,3-epoxypropane). Solvent: C(C)(C)(C)O (tert-butanol). Product: O1C(C1)CN1CCOCC1 (4-oxiranylmethyl-morpholine). The yield is 88.7%. RXN SMILES: [NH:1]1[CH2:6][CH2:5][O:4][CH2:3][CH2:2]1.Cl[CH2:8][C@@H:9]1[O:11][CH2:10]1.CC(C)([O-])C.[K+].O1CCCC1>C(O)(C)(C)C>[O:11]1[CH2:10][CH:9]1[CH2:8][N:1]1[CH2:6][CH2:5][O:4][CH2:3][CH2:2]1 |f:2.3|. Procedure details: Morpholine 53a (8.712 ml, 0.1 mol) was dissolved in tert-butanol (4.5 ml) under stirring at room temperature, and (R)-(−)-1-chloro-2,3-epoxypropane (8.05 ml, 0.1 mol) was added slowly to the solution at 0° C. in an ice-water bath. Upon completion of the addition, the ice-water bath was removed, and the reaction mixture was allowed to warm up to room temperature and stirred for 24 hours. After thin lay chromatography showed the disappearance of starting materials, the reaction mixture was added d... The reactants are [OH-].[Na+] (sodium hydroxide), ClC=1C(N(N=CC1NC)C1CC(CC(C1)(C)C)(C)C)=O (4-Chloro-5-methylamino-2-(3,3,5,5-tetramethylcyclohexyl)pyridazin-3-one), [H][H] (hydrogen). Reagents/catalysts: [Pd] (Palladium on charcoal). Run in C(C)O (ethanol). Product: CNC1=CC(N(N=C1)C1CC(CC(C1)(C)C)(C)C)=O (5-Methylamino-2-(3,3,5,5-tetramethylcyclohexyl)pyridazin-3-one). Reaction SMILES: Cl[C:2]1[C:3](=[O:20])[N:4]([CH:10]2[CH2:15][C:14]([CH3:17])([CH3:16])[CH2:13][C:12]([CH3:19])([CH3:18])[CH2:11]2)[N:5]=[CH:6][C:7]=1[NH:8][CH3:9].[OH-].[Na+].[H][H]>C(O)C.[Pd]>[CH3:9][NH:8][C:7]1[CH:6]=[N:5][N:4]([CH:10]2[CH2:15][C:14]([CH3:16])([CH3:17])[CH2:13][C:12]([CH3:19])([CH3:18])[CH2:11]2)[C:3](=[O:20])[CH:2]=1 |f:1.2|. Procedure: 4-Chloro-5-methylamino-2-(3,3,5,5-tetramethylcyclohexyl)pyridazin-3-one (0.15 g, 0.5 mmoles) was dissolved in ethanol (20 mL) and 1M sodium hydroxide (1 ml) was added. 10% Palladium on charcoal (40 mg) was added and the reaction mixture was stirred overnight under a balloon of hydrogen. Filtered off the catalyst and evaporated to a low bulk. Partitioned between water and ethyl acetate, separated and dried over magnesium sulphate. Evaporated to give the required product as a buff solid. (0.125 g,... Starting materials: O=C1CCC(=O)N1Br, ClCCl, CSc1ncc2c(N)cc(=O)n(C3CCC3)c2n1. Product: CSc1ncc2c(N)c(Br)c(=O)n(C3CCC3)c2n1. As a reaction SMILES: [Br:19][N:20]1[C:21](=[O:22])[CH2:23][CH2:24][C:25]1=[O:26].[Cl:27][CH2:28][Cl:29].[NH2:1][c:2]1[cH:3][c:4](=[O:18])[n:5]([CH:14]2[CH2:15][CH2:16][CH2:17]2)[c:6]2[n:7][c:8]([S:12][CH3:13])[n:9][cH:10][c:11]12>>[NH2:1][c:2]1[c:3]([Br:19])[c:4](=[O:18])[n:5]([CH:14]2[CH2:15][CH2:16][CH2:17]2)[c:6]2[n:7][c:8]([S:12][CH3:13])[n:9][cH:10][c:11]12. Reactants: COc1ccc(S(=O)(=O)Nc2ccccc2C=Cc2ccncc2)cc1, C[S-], [Na+], CN(C)C=O. Product: O=S(=O)(Nc1ccccc1C=Cc1ccncc1)c1ccc(O)cc1. RXN SMILES: [CH3:1][O:2][c:3]1[cH:4][cH:5][c:6]([S:9](=[O:10])(=[O:11])[NH:12][c:13]2[c:14]([CH:19]=[CH:20][c:21]3[cH:22][cH:23][n:24][cH:25][cH:26]3)[cH:15][cH:16][cH:17][cH:18]2)[cH:7][cH:8]1.[CH3:27][S-:28].[Na+:29].[O:30]=[CH:31][N:32]([CH3:33])[CH3:34]>>[OH:2][c:3]1[cH:4][cH:5][c:6]([S:9](=[O:10])(=[O:11])[NH:12][c:13]2[c:14]([CH:19]=[CH:20][c:21]3[cH:22][cH:23][n:24][cH:25][cH:26]3)[cH:15][cH:16][cH:17][cH:18]2)[cH:7][cH:8]1. The reactants are C1COCCO1, CC1(C)CNC(=O)O1, [Cu]I, COc1cn(-c2ccc(I)cc2F)nc(-c2ccnn2-c2ccccc2)c1=O, [K+], [K+], [K+], NC1CCCCC1N, [Na+], O=C([O-])O, O=P([O-])([O-])[O-]. Yields the product COc1cn(-c2ccc(N3CC(C)(C)OC3=O)cc2F)nc(-c2ccnn2-c2ccccc2)c1=O. Reaction SMILES: [CH2:58]1[O:59][CH2:60][CH2:61][O:62][CH2:63]1.[CH3:29][C:30]1([CH3:36])[CH2:31][NH:32][C:33](=[O:35])[O:34]1.[Cu:64][I:65].[F:1][c:2]1[c:3](-[n:9]2[n:10][c:11](-[c:18]3[cH:19][cH:20][n:21][n:22]3-[c:23]3[cH:24][cH:25][cH:26][cH:27][cH:28]3)[c:12](=[O:17])[c:13]([O:15][CH3:16])[cH:14]2)[cH:4][cH:5][c:6]([I:8])[cH:7]1.[K+:50].[K+:51].[K+:52].[NH2:37][CH:38]1[CH2:39][CH2:40][CH2:41][CH2:42][CH:43]1[NH2:44].[Na+:57].[O-:53][C:54]([OH:55])=[O:56].[P:45]([O-:46])([O-:47])([O-:48])=[O:49]>>[F:1][c:2]1[c:3](-[n:9]2[n:10][c:11](-[c:18]3[cH:19][cH:20][n:21][n:22]3-[c:23]3[cH:24][cH:25][cH:26][cH:27][cH:28]3)[c:12](=[O:17])[c:13]([O:15][CH3:16])[cH:14]2)[cH:4][cH:5][c:6]([N:32]2[CH2:31][C:30]([CH3:29])([CH3:36])[O:34][C:33]2=[O:35])[cH:7]1. Reactants: CS(=O)(=O)OCCOC1=CC(=C(C(=C1)C)C1=CC=C(C=C1)OCC(=O)[O-])C ([4′-(2-methanesulfonyloxyethoxy)-2′,6′-dimethylbiphenyl-4-yloxy]acetate), N[C@H]([C@H](O)C1=CC=C(C=C1)O)C (4-((1R,2S)-2-amino-1-hydroxypropyl)phenol), O (Water), C(C)(=O)OCC (ethyl acetate). The solvent is CN(C=O)C (N,N-dimethylformamide). Reaction conditions: temperature 80 celsius, time 8 hour. The product is O[C@@H]([C@H](C)NCCOC1=CC(=C(C(=C1)C)C1=CC=C(C=C1)OCC(=O)OCC)C)C1=CC=C(C=C1)O (ethyl (4′-{2-[(1S,2R)-2-hydroxy-2-(4-hydroxyphenyl)-1-methylethylamino]ethoxy}-2′,6′-dimethylbiphenyl-4-yloxy)acetate). RXN SMILES: CS(O[CH2:6][CH2:7][O:8][C:9]1[CH:14]=[C:13]([CH3:15])[C:12]([C:16]2[CH:21]=[CH:20][C:19]([O:22][CH2:23][C:24]([O-:26])=[O:25])=[CH:18][CH:17]=2)=[C:11]([CH3:27])[CH:10]=1)(=O)=O.[NH2:28][C@@H:29]([CH3:39])[C@@H:30]([C:32]1[CH:37]=[CH:36][C:35]([OH:38])=[CH:34][CH:33]=1)[OH:31].O.[C:41](OCC)(=O)[CH3:42]>CN(C)C=O>[OH:31][C@H:30]([C:32]1[CH:37]=[CH:36][C:35]([OH:38])=[CH:34][CH:33]=1)[C@@H:29]([NH:28][CH2:6][CH2:7][O:8][C:9]1[CH:14]=[C:13]([CH3:15])[C:12]([C:16]2[CH:21]=[CH:20][C:19]([O:22][CH2:23][C:24]([O:26][CH2:41][CH3:42])=[O:25])=[CH:18][CH:17]=2)=[C:11]([CH3:27])[CH:10]=1)[CH3:39]. Procedure details: A mixture of [4′-(2-methanesulfonyloxyethoxy)-2′,6′-dimethylbiphenyl-4-yloxy]acetate and 4-((1R,2S)-2-amino-1-hydroxypropyl)phenol (0.71 g) in N,N-dimethylformamide (10 mL) was stirred at 80° C. overnight. Water and ethyl acetate were added to the reaction mixture. The organic layer was separated, washed with water and brine, and dried over anhydrous magnesium sulfate. The solvent was evaporated under reduced pressure, and the residue was purified by silica gel column chromatography (eluent:meth... The reactants are C1(=CC=CC=C1)CCC(=O)O (3-phenylpropionic acid), C1(=CC=CC=C1)C1=CC=C(C(=O)O)C=C1 (4-phenylbenzoic acid), C1(=CC=CC=C1)C=CC=CC(=O)O (5-phenyl-2,4-pentadienoic acid). Yields the product C1(=CC=CC=C1)CCCCC(=O)O (5-phenylvaleric acid), N-cyclopropylmethyl-7α-(3-phenylpropionylamino)-6,14-endoethenotetrahydronorthebaine. The yield is 84.0%. RXN SMILES: [C:1]1([C:7]2C=C[C:10]([C:11]([OH:13])=[O:12])=[CH:9][CH:8]=2)[CH:6]=[CH:5][CH:4]=[CH:3][CH:2]=1.C1(C=CC=CC(O)=O)C=CC=CC=1.C1(CCC(O)=O)C=CC=CC=1>>[C:1]1([CH2:7][CH2:8][CH2:9][CH2:10][C:11]([OH:13])=[O:12])[CH:6]=[CH:5][CH:4]=[CH:3][CH:2]=1. Reported procedure: The same procedure as in Example 31 was repeated except that 4-phenylbenzoic acid, 5-phenyl-2,4-pentadienoic acid and 3-phenylpropionic acid were used, respectively, in place of 5-phenylvaleric acid to obtain N-cyclopropylmethyl-7α-(4-phenylbenzoylamino)-6,14-endoethenotetrahydronorthebaine 41 (88%), N-cyclopropylmethyl-7α-(5-phenyl-2,4-bentadienoylamino)-6,14-endoethenotetrahydronorthebaine 42 (94%) and N-cyclopropylmethyl-7α-(3-phenylpropionylamino)-6,14-endoethenotetrahydronorthebaine 43 (84%... The reactants are O=C(Nc1ccc(F)cc1O)c1c(Br)sc2c1CCCC2, O=C([O-])[O-], CS(C)=O, [K+], [K+]. The product is O=C1Nc2ccc(F)cc2Oc2sc3c(c21)CCCC3. Reaction SMILES: [Br:1][c:2]1[c:3]([C:11](=[O:12])[NH:13][c:14]2[c:15]([OH:21])[cH:16][c:17]([F:20])[cH:18][cH:19]2)[c:4]2[c:5]([s:6]1)[CH2:7][CH2:8][CH2:9][CH2:10]2.[C:22](=[O:23])([O-:24])[O-:25].[CH3:28][S:29](=[O:30])[CH3:31].[K+:26].[K+:27]>>[c:2]12[c:3]([c:4]3[c:5]([s:6]1)[CH2:7][CH2:8][CH2:9][CH2:10]3)[C:11](=[O:12])[NH:13][c:14]1[c:15]([cH:16][c:17]([F:20])[cH:18][cH:19]1)[O:21]2.